Dataset: the Open Reaction Database (ORD), a public repository of structured organic reaction records. Task: describe an organic reaction: reactants, conditions, products, and yield The reactants are CS(C)=O, O=C(NCc1c[nH]cn1)c1ccc(Cl)s1, [Cu]I, CC(=O)N=c1ccccn1-c1ccc(I)cc1, [K+], [K+], O=C([O-])[O-], Oc1cccc2cccnc12. Product: CC(=O)N=c1ccccn1-c1ccc(-n2cnc(CNC(=O)c3ccc(Cl)s3)c2)cc1. Reaction SMILES: [CH3:50][S:51]([CH3:52])=[O:53].[Cl:18][c:19]1[cH:20][cH:21][c:22]([C:24](=[O:25])[NH:26][CH2:27][c:28]2[n:29][cH:30][nH:31][cH:32]2)[s:23]1.[Cu:54][I:55].[I:1][c:2]1[cH:3][cH:4][c:5](-[n:8]2[c:9](=[N:14][C:15]([CH3:16])=[O:17])[cH:10][cH:11][cH:12][cH:13]2)[cH:6][cH:7]1.[K+:44].[K+:45].[O-:46][C:47]([O-:48])=[O:49].[OH:33][c:34]1[cH:35][cH:36][cH:37][c:38]2[c:39]1[n:40][cH:41][cH:42][cH:43]2>>[c:2]1(-[n:31]2[cH:30][n:29][c:28]([CH2:27][NH:26][C:24]([c:22]3[cH:21][cH:20][c:19]([Cl:18])[s:23]3)=[O:25])[cH:32]2)[cH:3][cH:4][c:5](-[n:8]2[c:9](=[N:14][C:15]([CH3:16])=[O:17])[cH:10][cH:11][cH:12][cH:13]2)[cH:6][cH:7]1. Starting materials: BrC1=C(C=O)C=CC=C1 (2-bromobenzaldehyde), C([O-])([O-])=O.[Na+].[Na+] (sodium carbonate), S1C=C(C=C1)B(O)O (thiophene-3-boronic acid). The reagents and catalysts are C=1C=CC(=CC1)[P](C=2C=CC=CC2)(C=3C=CC=CC3)[Pd]([P](C=4C=CC=CC4)(C=5C=CC=CC5)C=6C=CC=CC6)([P](C=7C=CC=CC7)(C=8C=CC=CC8)C=9C=CC=CC9)[P](C=1C=CC=CC1)(C=1C=CC=CC1)C=1C=CC=CC1 (tetrakis(triphenylphosphine)palladium). Run in C1(=CC=CC=C1)C (toluene), C(C)O (ethanol), C(C)(=O)OCC (ethyl acetate). The product is S1C=C(C=C1)C1=C(C=O)C=CC=C1 (2-(3-thienyl)benzaldehyde). RXN SMILES: Br[C:2]1[CH:9]=[CH:8][CH:7]=[CH:6][C:3]=1[CH:4]=[O:5].C(=O)([O-])[O-].[Na+].[Na+].[S:16]1[CH:20]=[CH:19][C:18](B(O)O)=[CH:17]1>C1(C)C=CC=CC=1.C(O)C.C(OCC)(=O)C.C1C=CC([P]([Pd]([P](C2C=CC=CC=2)(C2C=CC=CC=2)C2C=CC=CC=2)([P](C2C=CC=CC=2)(C2C=CC=CC=2)C2C=CC=CC=2)[P](C2C=CC=CC=2)(C2C=CC=CC=2)C2C=CC=CC=2)(C2C=CC=CC=2)C2C=CC=CC=2)=CC=1>[S:16]1[CH:20]=[CH:19][C:18]([C:2]2[CH:9]=[CH:8][CH:7]=[CH:6][C:3]=2[CH:4]=[O:5])=[CH:17]1 |f:1.2.3,^1:43,45,64,83|. Procedure: To a mixture of 2-bromobenzaldehyde (0.32 mL, 2.70 mmol) and 3 mL of 2 M aqueous sodium carbonate in 15 mL of toluene was added thiophene-3-boronic acid (384 mg, 3.00 mmol) in ethanol (3 mL). The mixture was stirred and then treated with tetrakis(triphenylphosphine)palladium (0) (93.0 mg, 3 mole %) and heated to reflux under nitrogen atmosphere for 4.5 hr. The resulting solution was cooled to room temperature, the dark brown reaction mixture was diluted with ethyl acetate (75 mL) and washed with... Reactants: C(C1=CC=CC=C1)N1C2COCC1CC(C2)(NC(=O)OC(C)(C)C)CC(=O)OCC (ethyl 2-[9-benzyl-7-(tert-butoxycarbonylamino)-3-oxa-9-azabicyclo[3.3.1]nonan-7-yl]acetate). The reagents and catalysts are [Pd] (Pd/C). The solvent is CO (methanol). Conditions: time 12 hour. Yields the product C(C)(C)(C)OC(=O)NC1(CC2COCC(C1)N2)CC(=O)OCC (ethyl 2-[7-(tert-butoxycarbonylamino)-3-oxa-9-azabicyclo[3.3.1]nonan-7-yl]acetate). Isolated yield 96.0%. Reaction SMILES: C([N:8]1[CH:13]2[CH2:14][C:15]([CH2:25][C:26]([O:28][CH2:29][CH3:30])=[O:27])([NH:17][C:18]([O:20][C:21]([CH3:24])([CH3:23])[CH3:22])=[O:19])[CH2:16][CH:9]1[CH2:10][O:11][CH2:12]2)C1C=CC=CC=1>CO.[Pd]>[C:21]([O:20][C:18]([NH:17][C:15]1([CH2:25][C:26]([O:28][CH2:29][CH3:30])=[O:27])[CH2:14][CH:13]2[NH:8][CH:9]([CH2:10][O:11][CH2:12]2)[CH2:16]1)=[O:19])([CH3:24])([CH3:23])[CH3:22]. Reported procedure: A mixture of ethyl 2-[9-benzyl-7-(tert-butoxycarbonylamino)-3-oxa-9-azabicyclo[3.3.1]nonan-7-yl]acetate (0.7 g, 1.67 mmol), 10% Pd/C (0.5 g) in methanol (20 mL) was stirred for 12 hours under 1 atm H2. Filtration followed by removal of the residue gave ethyl 2-[7-(tert-butoxycarbonylamino)-3-oxa-9-azabicyclo[3.3.1]nonan-7-yl]acetate 146a, which was used in next step without purification. Yield: 96%. MS: calc'd (MH+) 329, measured (MH+) 329. Reactants: CC1=C(C(=CC=C1)C)NC(=O)CCl ([(2,6-dimethylphenyl)aminocarbonylmethyl]chloride), N1CCC(CC1)=O (4-piperidone). Solvent: C(C)O (ethanol). The product is CC1=C(C(=CC=C1)C)NC(=O)CN1CCC(CC1)=O (1-[(2,6-dimethylphenyl)aminocarbonylmethyl]-4-piperidone). As a reaction SMILES: [CH3:1][C:2]1[CH:7]=[CH:6][CH:5]=[C:4]([CH3:8])[C:3]=1[NH:9][C:10]([CH2:12]Cl)=[O:11].[NH:14]1[CH2:19][CH2:18][C:17](=[O:20])[CH2:16][CH2:15]1>C(O)C>[CH3:1][C:2]1[CH:7]=[CH:6][CH:5]=[C:4]([CH3:8])[C:3]=1[NH:9][C:10]([CH2:12][N:14]1[CH2:19][CH2:18][C:17](=[O:20])[CH2:16][CH2:15]1)=[O:11]. Reported procedure: The crude [(2,6-dimethylphenyl)aminocarbonylmethyl]chloride, prepared in Preparation B (50 g., 0.25 moles) and 4-piperidone (86 g, 1 mole) are dissolved in 500 ml of ethanol. The mixture is refluxed for two hours, and then cooled and evaporated. The product is recovered by adding aqueous ammonia to the residue, and extracting with methylene chloride. Three portions of methylene chloride are used, which are collected, washed with water, and evaporated to a semi-solid. Upon addition of diethylethe... The product is COC(=O)c1cccc2[nH]ncc12. RXN SMILES: [CH3:13][Si:14]([CH:15]=[N+:16]=[N-:17])([CH3:18])[CH3:19].[CH3:20][OH:21].[CH3:22][c:23]1[cH:24][cH:25][cH:26][cH:27][cH:28]1.[nH:1]1[n:2][cH:3][c:4]2[c:5]([C:10](=[O:11])[OH:12])[cH:6][cH:7][cH:8][c:9]12>>[nH:1]1[n:2][cH:3][c:4]2[c:5]([C:10]([O:11][CH3:13])=[O:12])[cH:6][cH:7][cH:8][c:9]12. The reactants are C[Si](C)(C)C=[N+]=[N-], CO, Cc1ccccc1, O=C(O)c1cccc2[nH]ncc12. Starting materials: C28H32ClN5O4, ClCl (chlorine), C(C)(C)(C)OC(=O)N1C(=NC2=C1C=CC(=C2)Cl)C(CCC(=O)O)NC(C2=CC(=C(C=C2)C(=O)N2CCCC2)C)=O (N-[1-(1-tert-butoxycarbonyl-5-chloro-1H-benzimidazol-2-yl)-3-hydroxycarbonylpropyl]-3-methyl-4-(pyrrolidin-1-ylcarbonyl)benzamide), CN(C)C(=[N+](C)C)ON1C2=C(C=CC=C2)N=N1.[B-](F)(F)(F)F (TBTU), C(C)(C)N(CC)C(C)C (diisopropylethylamine), N1C[C@@H](CC1)O ((R)pyrrolidine-3-ol), FC(C(=O)O)(F)F (trifluoroacetic acid). The solvent is C(C)(=O)OCC.C(C)O (ethyl acetate ethanol), C(C)#N (acetonitrile). The product is ClC1=CC2=C(NC(=N2)[C@H](CC(N2C[C@@H](CC2)O)=C=O)NC(C2=CC(=C(C=C2)C(=O)N2CCCC2)C)=O)C=C1 (N-{(1S)-1-(5-chloro-1H-benzimidazol-2-yl)-3-[(3R)-3-hydroxypyrrolidin-1-yl]-carbonylpropyl}-3-methyl-4-(pyrrolidin-1-ylcarbonyl)benzamide). Isolated yield 90.0%. RXN SMILES: C(OC([N:8]1[C:12]2[CH:13]=[CH:14][C:15]([Cl:17])=[CH:16][C:11]=2[N:10]=[C:9]1[CH:18]([NH:24][C:25](=[O:40])[C:26]1[CH:31]=[CH:30][C:29]([C:32]([N:34]2[CH2:38][CH2:37][CH2:36][CH2:35]2)=[O:33])=[C:28]([CH3:39])[CH:27]=1)[CH2:19][CH2:20][C:21](O)=[O:22])=O)(C)(C)C.CN(C(ON1N=NC2C=CC=CC1=2)=[N+](C)C)C.[B-](F)(F)(F)F.C(N(C(C)C)CC)(C)C.[NH:72]1[CH2:76][CH2:75][C@@H:74]([OH:77])[CH2:73]1.FC(F)(F)C(O)=O.ClCl>C(#N)C.C(OCC)(=O)C.C(O)C>[Cl:17][C:15]1[CH:14]=[CH:13][C:12]2[NH:8][C:9]([C@@H:18]([NH:24][C:25](=[O:40])[C:26]3[CH:31]=[CH:30][C:29]([C:32]([N:34]4[CH2:35][CH2:36][CH2:37][CH2:38]4)=[O:33])=[C:28]([CH3:39])[CH:27]=3)[CH2:19][C:20](=[C:21]=[O:22])[N:72]3[CH2:76][CH2:75][C@@H:74]([OH:77])[CH2:73]3)=[N:10][C:11]=2[CH:16]=1 |f:1.2,8.9|. Procedure: Prepared analogously to Example 1g from N-[1-(1-tert-butoxycarbonyl-5-chloro-1H-benzimidazol-2-yl)-3-hydroxycarbonylpropyl]-3-methyl-4-(pyrrolidin-1-ylcarbonyl)benzamide, TBTU, diisopropylethylamine, (R)pyrrolidine-3-ol in acetonitrile, and subsequent reaction with trifluoroacetic acid analogously to Example 17. Yield: 90%; Rf value: 0.18 (silica gel; ethyl acetate/ethanol=85:15); C28H32ClN5O4 (538.05); mass spectrum: (M+H)+=538/540 (chlorine isotope). Reactants: ClC(=O)OC1=CC=C(C=C1)OC1=NC=C(C=C1)C(F)(F)F (4-(5-trifluoromethyl-pyridin-2-yloxy)-phenyl chloroformate), COC1=C(C=CC(=C1)OC)N1CCNCC1 (1-(2,4-dimethoxyphenyl)-piperazine). Yields the product FC(C=1C=CC(=NC1)OC1=CC=C(C=C1)OC(=O)N1CCN(CC1)C1=C(C=C(C=C1)OC)OC)(F)F (4-(2,4-Dimethoxyphenyl)-piperazine-1-carboxylic acid 4-(5-trifluoromethyl-pyridin-2-yloxy)-phenyl ester). The yield is 69.0%. As a reaction SMILES: Cl[C:2]([O:4][C:5]1[CH:10]=[CH:9][C:8]([O:11][C:12]2[CH:17]=[CH:16][C:15]([C:18]([F:21])([F:20])[F:19])=[CH:14][N:13]=2)=[CH:7][CH:6]=1)=[O:3].[CH3:22][O:23][C:24]1[CH:29]=[C:28]([O:30][CH3:31])[CH:27]=[CH:26][C:25]=1[N:32]1[CH2:37][CH2:36][NH:35][CH2:34][CH2:33]1>>[F:19][C:18]([F:21])([F:20])[C:15]1[CH:16]=[CH:17][C:12]([O:11][C:8]2[CH:9]=[CH:10][C:5]([O:4][C:2]([N:35]3[CH2:34][CH2:33][N:32]([C:25]4[CH:26]=[CH:27][C:28]([O:30][CH3:31])=[CH:29][C:24]=4[O:23][CH3:22])[CH2:37][CH2:36]3)=[O:3])=[CH:6][CH:7]=2)=[N:13][CH:14]=1. Procedure: The title compound was prepared from 4-(5-trifluoromethyl-pyridin-2-yloxy)-phenyl chloroformate and 1-(2,4-dimethoxyphenyl)-piperazine. Purified by flash chromatography (ethyl acetate—heptane 1:4), yield 69%. White crystals, m.p. 98-99° C.; HPLC-MS: m/z=504 (M+1) at Rt=4.0 min.; IR (KBr): ν 1733, 1712 (C═O) cm−1. Starting materials: Cl (HCl), C1CCOC1 (THF), C(C)(C)(C)OC(=O)N(S(=O)(=O)C)C1=CC2=C(N(C(O2)=O)CC(=O)O[C@@H](CC2=C(C=[N+](C=C2Cl)[O-])Cl)C2=CC(=C(C=C2)OC(F)F)OCC2CC2)C=C1 ((S)-4-(2-(2-(6-(N-(tert-butoxycarbonyl)methylsulfonamido)-2-oxobenzo[d]oxazol-3(2H)-yl)acetoxy)-2-(3-(cyclopropylmethoxy)-4-(difluoromethoxy)phenyl)ethyl)-3,5-dichloropyridine 1-oxide). Solvent: C(Cl)Cl (DCM). Reaction conditions: time 48 hour. The product is ClC=1C=[N+](C=C(C1C[C@H](OC(CN1C(OC2=C1C=CC(=C2)NS(=O)(=O)C)=O)=O)C2=CC(=C(C=C2)OC(F)F)OCC2CC2)Cl)[O-] ((S)-3,5-dichloro-4-(2-(3-(cyclopropylmethoxy)-4-(difluoromethoxy)phenyl)-2-(2-(6-(methylsulfonamido)-2-oxobenzo[d]oxazol-3(2H)-yl)acetoxy)ethyl)pyridine 1-oxide). Yield: 79.9%. As a reaction SMILES: C(OC([N:8]([C:13]1[CH:52]=[CH:51][C:16]2[N:17]([CH2:21][C:22]([O:24][C@H:25]([C:36]3[CH:41]=[CH:40][C:39]([O:42][CH:43]([F:45])[F:44])=[C:38]([O:46][CH2:47][CH:48]4[CH2:50][CH2:49]4)[CH:37]=3)[CH2:26][C:27]3[C:32]([Cl:33])=[CH:31][N+:30]([O-:34])=[CH:29][C:28]=3[Cl:35])=[O:23])[C:18](=[O:20])[O:19][C:15]=2[CH:14]=1)[S:9]([CH3:12])(=[O:11])=[O:10])=O)(C)(C)C.Cl.C1COCC1>C(Cl)Cl>[Cl:33][C:32]1[CH:31]=[N+:30]([O-:34])[CH:29]=[C:28]([Cl:35])[C:27]=1[CH2:26][C@@H:25]([C:36]1[CH:41]=[CH:40][C:39]([O:42][CH:43]([F:44])[F:45])=[C:38]([O:46][CH2:47][CH:48]2[CH2:50][CH2:49]2)[CH:37]=1)[O:24][C:22](=[O:23])[CH2:21][N:17]1[C:16]2[CH:51]=[CH:52][C:13]([NH:8][S:9]([CH3:12])(=[O:10])=[O:11])=[CH:14][C:15]=2[O:19][C:18]1=[O:20]. Procedure details: To a solution of (S)-4-(2-(2-(6-(N-(tert-butoxycarbonyl)methylsulfonamido)-2-oxobenzo[d]oxazol-3(2H)-yl)acetoxy)-2-(3-(cyclopropylmethoxy)-4-(difluoromethoxy)phenyl)ethyl)-3,5-dichloropyridine 1-oxide (0.200 g, 0.254 mmol) in DCM (10 ml) cooled to 0° C., HCl 4M in THF (0.634 ml, 2.54 mmol) was added, and the mixture was warmed to room temperature and stirred for 48 hours. A white solid precipitated. The precipitate was collected by filtration and washed with DCM affording (S)-3,5-dichloro-4-(2-(... Reactants: [Na] (sodium), ClC1=C(C=C(C=C1)O)OCC1C(C1)(Cl)Cl (4-chloro-3-[(2,2-dichlorocyclopropyl)methoxy]phenol), ClC1=C(C=C(C=C1)O)OCC1C(C1)(Cl)Cl (4-chloro-3-[(2,2-dichlorocyclopropyl)methoxy]phenol), C[O-].[Na+] (sodium methylate), ClC(=O)OC(Cl)(Cl)Cl (trichloromethyl chloroformate). The solvent is CO (methanol), C(Cl)(Cl)Cl (chloroform), O (water). The product is ClC(=O)OC1=CC(=C(C=C1)Cl)OCC1C(C1)(Cl)Cl (4-chloro-3-[(2,2-dichlorocyclopropyl)methoxy]phenyl chloroformate). As a reaction SMILES: [Na].[Cl:2][C:3]1[CH:8]=[CH:7][C:6]([OH:9])=[CH:5][C:4]=1[O:10][CH2:11][CH:12]1[CH2:14][C:13]1([Cl:16])[Cl:15].C[O-].[Na+].[Cl:20][C:21](OC(Cl)(Cl)Cl)=[O:22]>O.C(Cl)(Cl)Cl.CO>[Cl:20][C:21]([O:9][C:6]1[CH:7]=[CH:8][C:3]([Cl:2])=[C:4]([O:10][CH2:11][CH:12]2[CH2:14][C:13]2([Cl:15])[Cl:16])[CH:5]=1)=[O:22] |f:2.3,^1:0|. Procedure: The sodium salt of 4-chloro-3-[(2,2-dichlorocyclopropyl)methoxy]phenol as prepared from 20 g of 4-chloro-3-[(2,2-dichlorocyclopropyl)methoxy]phenol and 16 g of a 28% methanol solution of sodium methylate was dissolved in 300 ml of water and the solution was added dropwise to a solution of 5 ml of trichloromethyl chloroformate in 100 ml of chloroform while maintaining the reaction temperature at 10° C. or below. The reaction mixture was allowed to stand for phase separation. The chloroform layer ... Reactants: OC1=CC2=C(C=C(C=C2C=C1)S(=O)(=O)O)O (2,8-Dihydroxy naphthalene-6-sulfonic acid), S(=O)(O)[O-].[Na+] (sodium hydrogen sulphite), NCCCCCCCCN (1,8-diaminooctane). The solvent is O (water). Reaction conditions: temperature 50 celsius, time 15 minute. The product is C1=CC=CC2=CC=CC=C12 (naphthalene). As a reaction SMILES: O[C:2]1[CH:11]=[CH:10][C:9]2[C:4](=[C:5](O)[CH:6]=[C:7](S(O)(=O)=O)[CH:8]=2)[CH:3]=1.S([O-])(O)=O.[Na+].NCCCCCCCCN>O>[CH:8]1[C:9]2[C:4](=[CH:3][CH:2]=[CH:11][CH:10]=2)[CH:5]=[CH:6][CH:7]=1 |f:1.2|. Reported procedure: Step 4) 2,8-Dihydroxy naphthalene-6-sulfonic acid (263 parts), sodium hydrogen sulphite (259 parts), water (900 parts) and 1,8-diaminooctane (400 parts) were stirred at 80° C. for 20 hours and then a further 20 hours at 95° C. The reaction was allowed to cool over night and filtered. The resultant filter cake was stirred in water (500 parts) and 2N sodium hydroxide (750 parts) for 15 minutes. 2N Hydrochloric acid (300 parts) was added and the precipitate filtered. The filter cake was dissolved i...